From a dataset of the Open Reaction Database (ORD), a public repository of structured organic reaction records. describe an organic reaction: reactants, conditions, products, and yield Reactants: O=C([O-])[O-], SCc1ccccc1, CC#N, Fc1ncccc1I, [K+], [K+]. RXN SMILES: [C:17](=[O:18])([O-:19])[O-:20].[CH2:9]([c:10]1[cH:11][cH:12][cH:13][cH:14][cH:15]1)[SH:16].[CH3:23][C:24]#[N:25].[F:1][c:2]1[n:3][cH:4][cH:5][cH:6][c:7]1[I:8].[K+:21].[K+:22]>>[c:2]1([S:16][CH2:9][c:10]2[cH:11][cH:12][cH:13][cH:14][cH:15]2)[n:3][cH:4][cH:5][cH:6][c:7]1[I:8]. Yields the product Ic1cccnc1SCc1ccccc1. Starting materials: C(=O)([O-])[O-].[Cs+].[Cs+] (Cs2CO3), BrCC(=O)OCC (ethyl bromoacetate), C(C1=CC=CC=C1)OC(=O)N1C(C2=CC=CC=C2CC1)C1=C(C=C(C=C1)F)OCC=C ((±)-1-(2-allyloxy-4-fluoro-phenyl)-3,4-dihydro-1H-isoquinoline-2-carboxylic acid benzyl ester), CN1C(=O)N(C(=O)CC1=O)C (1,3-dimethylbarbituric acid), CCOC(=O)C (AcOEt). The reagents and catalysts are [Pd].C1(=CC=CC=C1)P(C1=CC=CC=C1)C1=CC=CC=C1.C1(=CC=CC=C1)P(C1=CC=CC=C1)C1=CC=CC=C1.C1(=CC=CC=C1)P(C1=CC=CC=C1)C1=CC=CC=C1.C1(=CC=CC=C1)P(C1=CC=CC=C1)C1=CC=CC=C1 (tetrakis(triphenylphosphine) palladium (0)). Run in CN(C)C=O (DMF), CO (MeOH), O (water). Run at temperature 50 celsius, time 5 hour. The product is C(C1=CC=CC=C1)OC(=O)N1C(C2=CC=CC=C2CC1)C1=C(C=C(C=C1)F)OCC(=O)O ((±)-1-(2-Carboxymethoxy-4-fluoro-phenyl)-3,4-dihydro-1H-isoquinoline-2-carboxylic acid benzyl ester). As a reaction SMILES: C(OC([N:11]1[CH2:20][CH2:19][C:18]2[C:13](=[CH:14][CH:15]=[CH:16][CH:17]=2)[CH:12]1[C:21]1[CH:26]=[CH:25][C:24]([F:27])=[CH:23][C:22]=1[O:28][CH2:29]C=C)=O)C1C=CC=CC=1.CN1[C:40](=O)[CH2:39][C:37](=O)N(C)C1=O.[C:43]([O-:46])([O-])=[O:44].[Cs+].[Cs+].BrC[C:51]([O:53][CH2:54][CH3:55])=[O:52].[CH3:56][CH2:57]OC(C)=O>CO.CN(C=O)C.O.[Pd].C1(P(C2C=CC=CC=2)C2C=CC=CC=2)C=CC=CC=1.C1(P(C2C=CC=CC=2)C2C=CC=CC=2)C=CC=CC=1.C1(P(C2C=CC=CC=2)C2C=CC=CC=2)C=CC=CC=1.C1(P(C2C=CC=CC=2)C2C=CC=CC=2)C=CC=CC=1>[CH2:54]([O:53][C:51]([N:11]1[CH2:20][CH2:19][C:18]2[C:13](=[CH:14][CH:15]=[CH:16][CH:17]=2)[CH:12]1[C:21]1[CH:26]=[CH:25][C:24]([F:27])=[CH:23][C:22]=1[O:28][CH2:29][C:43]([OH:46])=[O:44])=[O:52])[C:55]1[CH:37]=[CH:39][CH:40]=[CH:57][CH:56]=1 |f:2.3.4,10.11.12.13.14|. Reported procedure: A mixture under N2 of (±)-1-(2-allyloxy-4-fluoro-phenyl)-3,4-dihydro-1H-isoquinoline-2-carboxylic acid benzyl ester (200 mg, 0.48 mmol, 1.00 eq.), 1,3-dimethylbarbituric acid (150 mg, 0.96 mmol, 2.00 eq.) and tetrakis(triphenylphosphine) palladium (0) (28 mg, 0.02 mmol, 0.05 eq.) in MeOH (5 mL) was stirred at r.t. for 5 hours. The mixture was partitioned between AcOEt (25 mL) and water (25 mL). The layers were separated and the aq. phase was extracted with AcOEt (2×25 mL). The comb. org. phases ... Reactants: C(C)NCC (diethylamine), C[Si](C)(C)C#C (trimethylsilylacetylene), BrC1=C2C=CC(=NC2=CC=C1)C (5-bromo-2-methyl-quinoline), PdCl2(PPh3)3, C1(=CC=CC=C1)P(C1=CC=CC=C1)C1=CC=CC=C1 (triphenylphosphine). The reagents and catalysts are [Cu](I)I (copper iodide). Run in CN(C)C=O (DMF). Conditions: temperature 110 celsius. Product: CC1=NC2=CC=CC(=C2C=C1)C#C[Si](C)(C)C (2-methyl-5-trimethylsilanylethynyl-quinoline). Isolated yield 90.0%. Reaction SMILES: Br[C:2]1[CH:11]=[CH:10][CH:9]=[C:8]2[C:3]=1[CH:4]=[CH:5][C:6]([CH3:12])=[N:7]2.C1(P(C2C=CC=CC=2)C2C=CC=CC=2)C=CC=CC=1.C(NCC)C.[CH3:37][Si:38]([C:41]#[CH:42])([CH3:40])[CH3:39]>[Cu](I)I.CN(C=O)C>[CH3:12][C:6]1[CH:5]=[CH:4][C:3]2[C:8](=[CH:9][CH:10]=[CH:11][C:2]=2[C:42]#[C:41][Si:38]([CH3:40])([CH3:39])[CH3:37])[N:7]=1. Reported procedure: In a sealed tube were introduced 5-bromo-2-methyl-quinoline (1.0 g, 4.5 mmol, 1.0 eq), PdCl2(PPh3)3 (154 mg, 0.22 mmol, 5% mol), copper iodide (42 mg, 0.22 mmol, 5% mol), and triphenylphosphine (236 mg, 0.9 mmol, 20% mol). Then, DMF (10 mL) was added followed by diethylamine (9.5 mL, 68 mmol, 15 eq) and trimethylsilylacetylene (700 μL, 5.0 mmol, 1.1 eq). The mixture was heated at 110° C. overnight. After cooling down the solvent was evaporated and the crude product was purified by column chromat... Reactants: C(C(=O)Cl)(=O)Cl (Oxalyl chloride), BrC(C(=O)O)CC(C)C (2-bromo-4-methylpentanoic acid), N1=CC=CC=C1 (pyridine). Run in ClCCl (dichloromethane). Reaction conditions: time 20 hour. Yields the product BrC(C(=O)Cl)CC(C)C (2-bromo-4-methylpentanoyl chloride). RXN SMILES: C(Cl)(=O)C([Cl:4])=O.[Br:7][CH:8]([CH2:12][CH:13]([CH3:15])[CH3:14])[C:9](O)=[O:10].N1C=CC=CC=1>ClCCl>[Br:7][CH:8]([CH2:12][CH:13]([CH3:15])[CH3:14])[C:9]([Cl:4])=[O:10]. Procedure: A solution of sodium nitrite (31.55 g) in water (70 ml) was added dropwise to a stirred solution of D-leucine (20 g) in 47% aqueous hydrobromic acid (140 ml)/water (211 ml) at 0° C. The reaction mixture was allowed to warm to room temperature and stirred for 20 hours, then diluted with diethyl ether (600 ml). The organic layer was separated and washed with aqueous sodium metabisulphite (200 ml), dried over sodium sulphate, filtered and the solvent removed under reduced pressure to give 2-bromo-4...